This data is from the Open Reaction Database (ORD), a public repository of structured organic reaction records. The task is: describe an organic reaction: reactants, conditions, products, and yield The reactants are OC1=CC=CC=2C(=C3C(=NC12)CCNCC3)C (7-hydroxy-1,2,4,5-tetrahydro-11-methyl-3H-azepino[4,5-b]quinoline), ClC(=O)OCC (ethyl chloroformate), C(C)OC(=O)N1CCC2=NC=3C(=CC=CC3C(=C2CC1)C)OC(=O)OCC (7-(ethoxy-carbonyloxy)-1,2,4,5 -tetrahydro-11-methyl-3-azepino[4,5-b]quinoline-carboxylic acid ethyl ester), [OH-].[K+] (potassium hydroxide). Yields the product Cl.C(C)OC(=O)N1CCC2=NC=3C(=CC=CC3C(=C2CC1)C)O (7-Hydroxy-1,2,4,5-Tetrahydro-11-methyl-3-azepino[4,5-b]quinoline-carboxylic acid ethyl ester hydrochloride). The yield is 22.0%. RXN SMILES: OC1C2N=C3CCNCCC3=C(C)C=2C=CC=1.[Cl:18]C(OCC)=O.[CH2:24]([O:26][C:27]([N:29]1[CH2:43][CH2:42][C:41]2[C:32](=[N:33][C:34]3[C:35]([O:45]C(OCC)=O)=[CH:36][CH:37]=[CH:38][C:39]=3[C:40]=2[CH3:44])[CH2:31][CH2:30]1)=[O:28])[CH3:25].[OH-].[K+]>>[ClH:18].[CH2:24]([O:26][C:27]([N:29]1[CH2:43][CH2:42][C:41]2[C:32](=[N:33][C:34]3[C:35]([OH:45])=[CH:36][CH:37]=[CH:38][C:39]=3[C:40]=2[CH3:44])[CH2:31][CH2:30]1)=[O:28])[CH3:25] |f:3.4,5.6|. Reported procedure: 7-Hydroxy-1,2,4,5-Tetrahydro-11-methyl-3-azepino[4,5-b]quinoline-carboxylic acid ethyl ester hydrochloride was prepared from 7-hydroxy-1,2,4,5-tetrahydro-11-methyl-3H-azepino[4,5-b]quinoline and ethyl chloroformate analogous to Example 63, and subsequent hydrolysis of the intermediate 7-(ethoxy-carbonyloxy)-1,2,4,5 -tetrahydro-11-methyl-3-azepino[4,5-b]quinoline-carboxylic acid ethyl ester with dilute potassium hydroxide at 30° C. The reactants are [N+](=O)([O-])C=1C=C(C(=O)Cl)C=CC1 (3-nitrobenzoyl chloride), C(C)(C)(C)C1=CC=C(C(=O)NC=2C(=CC=CC2)N)C=C1 (N1-(4-tert-butylbenzoyl)-1,2-benzenediamine). The product is [N+](=O)([O-])C=1C=C(C(=O)NC=2C(=CC=CC2)NC(C2=CC=C(C=C2)C(C)(C)C)=O)C=CC1 (N1-(3-Nitrobenzoyl)-N2-(4-tert-butylbenzoyl)-1,2-benzenediamine). Yield: 56.8%. Reaction SMILES: [N+:1]([C:4]1[CH:5]=[C:6]([CH:10]=[CH:11][CH:12]=1)[C:7](Cl)=[O:8])([O-:3])=[O:2].[C:13]([C:17]1[CH:32]=[CH:31][C:20]([C:21]([NH:23][C:24]2[C:25]([NH2:30])=[CH:26][CH:27]=[CH:28][CH:29]=2)=[O:22])=[CH:19][CH:18]=1)([CH3:16])([CH3:15])[CH3:14]>>[N+:1]([C:4]1[CH:5]=[C:6]([CH:10]=[CH:11][CH:12]=1)[C:7]([NH:30][C:25]1[C:24]([NH:23][C:21](=[O:22])[C:20]2[CH:31]=[CH:32][C:17]([C:13]([CH3:15])([CH3:14])[CH3:16])=[CH:18][CH:19]=2)=[CH:29][CH:28]=[CH:27][CH:26]=1)=[O:8])([O-:3])=[O:2]. Procedure details: Using the procedure described in Example 93, Part A, 3-nitrobenzoyl chloride (2.2 mmol) and N1-(4-tert-butylbenzoyl)-1,2-benzenediamine (1.8 mmol) yielded 427 mg (56%) of the title compound. Reactants: ClC1=C(C#N)C=CC(=C1C)N1C(N2[C@H]([C@H]1C(F)(F)F)[C@H](CC2)O[Si](C)(C)C(C)(C)C)=O ((1S,7S,7aR)-2-Chloro-4-(7-tert-butyl-dimethylsilanyloxy-1-trifluoromethyl-3-oxohexahydropyrrolo[1,2-c]imidazol-2-yl)-3-methylbenzonitrile), CCCC[N+](CCCC)(CCCC)CCCC.[F-] (TBAF), [Cl-].[NH4+] (ammonium chloride), CCOC(=O)C (EtOAc). The solvent is C1CCOC1 (THF), C1CCOC1 (THF). Reaction conditions: time 1 hour. The product is ClC1=C(C#N)C=CC(=C1C)N1C(N2[C@H]([C@H]1C(F)(F)F)[C@H](CC2)O)=O ((1S,7S,7aR)-2-Chloro-4-(7-hydroxy-1-trifluoromethyl-3-oxohexahydropyrrolo[1,2-c]imidazol-2-yl)-3-methylbenzonitrile). Yield: 6.6%. As a reaction SMILES: [Cl:1][C:2]1[C:9]([CH3:10])=[C:8]([N:11]2[C@H:15]([C:16]([F:19])([F:18])[F:17])[C@@H:14]3[C@@H:20]([O:23][Si](C(C)(C)C)(C)C)[CH2:21][CH2:22][N:13]3[C:12]2=[O:31])[CH:7]=[CH:6][C:3]=1[C:4]#[N:5].CCCC[N+](CCCC)(CCCC)CCCC.[F-].[Cl-].[NH4+].CCOC(C)=O>C1COCC1>[Cl:1][C:2]1[C:9]([CH3:10])=[C:8]([N:11]2[C@H:15]([C:16]([F:18])([F:19])[F:17])[C@@H:14]3[C@@H:20]([OH:23])[CH2:21][CH2:22][N:13]3[C:12]2=[O:31])[CH:7]=[CH:6][C:3]=1[C:4]#[N:5] |f:1.2,3.4|. Reported procedure: To a solution of 75F (8.20 mg, 0.173 mmol) in THF (2 mL) was added a 1 M THF solution of TBAF (0.120 mL, 0.120 mmol). After stirring at rt for 1 h, saturated aqueous ammonium chloride and EtOAc were added and the layers were separated. The organic layer was washed with brine then dried (MgSO4), filtered and concentrated. The resulting residue was purified via preparative HPLC (YMC ODS C-18, 30×250 mm, eluting with 50-90% solvent B (A=90% H2O-10% MeOH and B=10% H2O-90% MeOH) over 15 min; Flow rat... Starting materials: COC(=O)C#CC(=O)OC (dimethylacetylene dicarboxylate), ClC1=C(C=CC=C1N)N (2-chloro-1,3-diaminobenzene). Run in CO (methanol). Conditions: time 2 hour. The product is COC(=O)C=1NC2=C(C3=C(C=C2C(C1)=O)C(C=C(N3)C(=O)OC)=O)Cl (Dimethyl-10-chloro-1,4,6,9-tetrahydro-4,6-dioxopyrido[3,2-g]quinoline-2,8-dicarboxylate). Reaction SMILES: CO[C:3]([C:5]#[C:6][C:7]([O:9][CH3:10])=[O:8])=[O:4].[Cl:11][C:12]1[C:17]([NH2:18])=[CH:16][CH:15]=[CH:14][C:13]=1[NH2:19]>CO>[CH3:10][O:9][C:7]([C:6]1[NH:19][C:13]2[C:14]([C:3](=[O:4])[CH:5]=1)=[CH:15][C:16]1[C:3](=[O:4])[CH:5]=[C:6]([C:7]([O:9][CH3:10])=[O:8])[NH:18][C:17]=1[C:12]=2[Cl:11])=[O:8]. Procedure details: 11.0 g. of dimethylacetylene dicarboxylate is added dropwise to a solution of 5.25 g. of 2-chloro-1,3-diaminobenzene in 100 ml. of methanol at room temperature. The mixture is stirred for 2 hours at room temperature and the resulting yellow solid is collected by filtration. The solid is washed with 20 to 50 ml. of methanol, dried under vacuum at 60° C., and recrystallized from acetone. The tetramethyl[2-chloro-m-phenylene-diamino]dimaleate melts at 202.5°-204.5°C.